This data is from the Open Reaction Database (ORD), a public repository of structured organic reaction records. The task is: describe an organic reaction: reactants, conditions, products, and yield Reactants: C(C)(=O)N[C@@]1([C@@H](CCC1)CCCB1OC(C(O1)(C)C)(C)C)C(=O)NC(C)(C)C ((1S,2R)-1-acetamido-N-tert-butyl-2-(3-(4,4,5,5-tetramethyl-1,3,2-dioxaborolan-2-yl)propyl)cyclopentanecarboxamide), O (water). Solvent: Cl (HCl). Conditions: temperature 90 celsius, time 1 hour. Yields the product N[C@@]1([C@@H](CCC1)CCCB(O)O)C(=O)O ((1S,2R)-1-amino-2-(3-boronopropyl) cyclopentanecarboxylic acid). Yield: 93.0%. RXN SMILES: C([NH:4][C@@:5]1([C:22](NC(C)(C)C)=[O:23])[CH2:9][CH2:8][CH2:7][C@H:6]1[CH2:10][CH2:11][CH2:12][B:13]1[O:17]C(C)(C)C(C)(C)[O:14]1)(=O)C.[OH2:29]>Cl>[NH2:4][C@@:5]1([C:22]([OH:23])=[O:29])[CH2:9][CH2:8][CH2:7][C@H:6]1[CH2:10][CH2:11][CH2:12][B:13]([OH:14])[OH:17]. Procedure: A stirred mixture of (1S,2R)-1-acetamido-N-tert-butyl-2-(3-(4,4,5,5-tetramethyl-1,3,2-dioxaborolan-2-yl)propyl)cyclopentanecarboxamide (0.627 g, 1.59 mmol) in 6 N HCl (15 mL) was heated to 90° C. for 20 h, cooled to room temperature, and diluted with water (15 mL). The mixture was extracted with dichloromethane (2×15 mL) and concentrated. Water (20 mL) was then added to the concentrated crude mixture and the aqueous solution is re-concentrated in vacuo (2×) to remove excess HCl. The resulting re... The reactants are [Al+3], ClC(Cl)Cl, [Cl-], [Cl-], [Cl-], COCl, O=C(O)c1cccs1. Product: O=C(O)c1ccc(CCl)s1. RXN SMILES: [Al+3:13].[CH:16]([Cl:17])([Cl:18])[Cl:19].[Cl-:12].[Cl-:14].[Cl-:15].[Cl:9][O:10][CH3:11].[s:1]1[c:2]([C:6](=[O:7])[OH:8])[cH:3][cH:4][cH:5]1>>[s:1]1[c:2]([C:6](=[O:7])[OH:8])[cH:3][cH:4][c:5]1[CH2:11][Cl:12]. Starting materials: OC1=CC=C(C(=O)OCC)C=C1 (ethyl 4-hydroxybenzoate), BrCC(=O)OC(C)(C)C (tert-butyl bromoacetate), Example 23 ( 1 ), C(=O)(C(F)(F)F)O (TFA). Run in ClCCl (dichloromethane). Conditions: time 8 hour. The product is C(C)OC(=O)C1=CC=C(OCC(=O)O)C=C1 ([4-(ethoxycarbonyl)phenoxy]acetic acid). As a reaction SMILES: [OH:1][C:2]1[CH:12]=[CH:11][C:5]([C:6]([O:8][CH2:9][CH3:10])=[O:7])=[CH:4][CH:3]=1.Br[CH2:14][C:15]([O:17]C(C)(C)C)=[O:16].C(O)(C(F)(F)F)=O>ClCCl>[CH2:9]([O:8][C:6]([C:5]1[CH:4]=[CH:3][C:2]([O:1][CH2:14][C:15]([OH:17])=[O:16])=[CH:12][CH:11]=1)=[O:7])[CH3:10]. Reported procedure: Ethyl 4-(2-tert-butyl-2-oxoethyl)benzoate obtained by carrying out reaction of ethyl 4-hydroxybenzoate with tert-butyl bromoacetate in the same manner as in Reference Example 23 (1) was dissolved in dichloromethane, mixed with TFA at room temperature and stirred overnight at room temperature. By evaporating the solvent, [4-(ethoxycarbonyl)phenoxy]acetic acid was obtained as a white solid. EN: 223. Starting materials: [Na+].[Na+].P(=O)([O-])([O-])OC[C@@]1([C@H](C[C@@H](O1)N1C(=O)NC(=O)C(C)=C1)O)N=[N+]=[N-] (4'-azidothymidine 5'-monophosphate disodium salt), resin. The solvent is O (H2O). Reaction conditions: time 20 hour. The product is [Na+].[Na+].[Na+].P([O-])(=O)(OP(=O)([O-])[O-])OC[C@@]1([C@H](C[C@@H](O1)N1C(=O)NC(=O)C(C)=C1)O)N=[N+]=[N-] (4'-azidothymidine 5'-diphosphate trisodium salt). The yield is 52.3%. Reaction SMILES: [Na+:1].[Na+].[P:3]([O:7][CH2:8][C@@:9]1([N:24]=[N+:25]=[N-:26])[O:13][C@@H:12]([N:14]2[CH:22]=[C:20]([CH3:21])[C:18](=[O:19])[NH:17][C:15]2=[O:16])[CH2:11][C@@H:10]1[OH:23])([O-:6])([O-:5])=[O:4]>O>[Na+:1].[Na+:1].[Na+:1].[P:3]([O:7][CH2:8][C@@:9]1([N:24]=[N+:25]=[N-:26])[O:13][C@@H:12]([N:14]2[CH:22]=[C:20]([CH3:21])[C:18](=[O:19])[NH:17][C:15]2=[O:16])[CH2:11][C@@H:10]1[OH:23])([O:5][P:3]([O-:6])([O-:5])=[O:4])(=[O:6])[O-:4] |f:0.1.2,4.5.6.7|. Procedure details: A solution of the compound of 4'-azidothymidine 5'-monophosphate disodium salt (55 mg, 0.14 mM) in H2O (5 mL) is applied onto a short column of Dowex 50 (H+) resin (8 mL) and eluted with H2O. After concentrating the eluent to 5 mL, tributylamine (32 μL) and pyridine (5 mL) was added and the mixture evaporated in vacuo. The residue was co-evaporated with pyridine then with dimethylformamide. To a solution of the residue in dimethylformamide (1 mL) was added a solution of carbonyldiimidazole (0.11... The reactants are BrCc1nc2ccccc2o1, CC(=O)Nc1ccc(O)cc1C, CN(C)C=O, [Cl-], [H-], [NH4+], [Na+]. The product is CC(=O)Nc1ccc(OCc2nc3ccccc3o2)cc1C. RXN SMILES: [Br:15][CH2:16][c:17]1[o:18][c:19]2[c:20]([n:21]1)[cH:22][cH:23][cH:24][cH:25]2.[C:3]([CH3:4])(=[O:5])[NH:6][c:7]1[c:8]([CH3:14])[cH:9][c:10]([OH:13])[cH:11][cH:12]1.[CH3:28][N:29]([CH3:30])[CH:31]=[O:32].[Cl-:26].[H-:1].[NH4+:27].[Na+:2]>>[C:3]([CH3:4])(=[O:5])[NH:6][c:7]1[c:8]([CH3:14])[cH:9][c:10]([O:13][CH2:16][c:17]2[o:18][c:19]3[c:20]([n:21]2)[cH:22][cH:23][cH:24][cH:25]3)[cH:11][cH:12]1. Starting materials: FC1=CC=C(C=C1)C1=CC=C2C=CNC2=C1 (6-(4-fluorophenyl)indole), C(C(=O)Cl)(=O)Cl (oxalyl chloride). Run in CN(C)C=O (DMF). Yields the product FC1=CC=C(C=C1)C1=CC=C2C=C(NC2=C1)C=O (6-(4-Fluorophenyl)indole-2-carboxaldehyde). RXN SMILES: [F:1][C:2]1[CH:7]=[CH:6][C:5]([C:8]2[CH:16]=[C:15]3[C:11]([CH:12]=[CH:13][NH:14]3)=[CH:10][CH:9]=2)=[CH:4][CH:3]=1.C(Cl)(=O)[C:18](Cl)=[O:19]>CN(C=O)C>[F:1][C:2]1[CH:7]=[CH:6][C:5]([C:8]2[CH:16]=[C:15]3[C:11]([CH:12]=[C:13]([CH:18]=[O:19])[NH:14]3)=[CH:10][CH:9]=2)=[CH:4][CH:3]=1. Procedure details: The desired compound was prepared by Vilsmeier formylation of 6-(4-fluorophenyl)indole using DMF and oxalyl chloride. Starting materials: CO, COC(=O)c1nc(F)cnc1N, N. The product is NC(=O)c1nc(F)cnc1N. Reaction SMILES: [CH3:14][OH:15].[NH2:1][c:2]1[c:3]([C:9]([O:11][CH3:10])=[O:12])[n:4][c:5]([F:8])[cH:6][n:7]1.[NH3:13]>>[NH2:1][c:2]1[c:3]([C:9](=[O:11])[NH2:13])[n:4][c:5]([F:8])[cH:6][n:7]1. Starting materials: [Al+3], [Cl-], [Cl-], [Cl-], CC(Cl)Cl, Cl, Fc1ccccc1-c1ccccc1, O=C1CCC(=O)O1. The product is O=C(O)CCC(=O)c1ccc(-c2ccccc2F)cc1. As a reaction SMILES: [Al+3:4].[Cl-:1].[Cl-:2].[Cl-:3].[Cl:25][CH:26]([Cl:27])[CH3:28].[ClH:29].[F:12][c:13]1[c:14](-[c:19]2[cH:20][cH:21][cH:22][cH:23][cH:24]2)[cH:15][cH:16][cH:17][cH:18]1.[O:5]=[C:6]1[CH2:7][CH2:8][C:9](=[O:10])[O:11]1>>[O:5]=[C:6]([CH2:7][CH2:8][C:9](=[O:10])[OH:11])[c:22]1[cH:21][cH:20][c:19](-[c:14]2[c:13]([F:12])[cH:18][cH:17][cH:16][cH:15]2)[cH:24][cH:23]1. Procedure: By reaction and treatment in the same manner as in Example 149 and using [4-(3,5-dicyclopropylpyridin-2-yl)piperazin-1-yl](4-iodophenyl)methanone (473 mg) described in Preparation Example 95 and (S)-5-methyloxazolidin-2-one (121 mg) described in Preparation Example 42, the title compound (343 mg) was obtained. Product: C1(CC1)C=1C(=NC=C(C1)C1CC1)N1CCN(CC1)C(=O)C1=CC=C(C=C1)N1C(O[C@H](C1)C)=O ((S)-3-{4-[4-(3,5-dicyclopropylpyridin-2-yl)piperazine-1-carbonyl]phenyl}-5-methyloxazolidin-2-one). As a reaction SMILES: [CH:1]1([C:4]2[C:5]([N:13]3[CH2:18][CH2:17][N:16]([C:19]([C:21]4[CH:26]=[CH:25][C:24](I)=[CH:23][CH:22]=4)=[O:20])[CH2:15][CH2:14]3)=[N:6][CH:7]=[C:8]([CH:10]3[CH2:12][CH2:11]3)[CH:9]=2)[CH2:3][CH2:2]1.[CH3:28][C@@H:29]1[O:33][C:32](=[O:34])[NH:31][CH2:30]1>>[CH:1]1([C:4]2[C:5]([N:13]3[CH2:18][CH2:17][N:16]([C:19]([C:21]4[CH:26]=[CH:25][C:24]([N:31]5[CH2:30][C@H:29]([CH3:28])[O:33][C:32]5=[O:34])=[CH:23][CH:22]=4)=[O:20])[CH2:15][CH2:14]3)=[N:6][CH:7]=[C:8]([CH:10]3[CH2:12][CH2:11]3)[CH:9]=2)[CH2:3][CH2:2]1. The yield is 76.9%. Starting materials: C1(CC1)C=1C(=NC=C(C1)C1CC1)N1CCN(CC1)C(=O)C1=CC=C(C=C1)I ([4-(3,5-dicyclopropylpyridin-2-yl)piperazin-1-yl](4-iodophenyl)methanone), C[C@H]1CNC(O1)=O ((S)-5-methyloxazolidin-2-one). The reactants are C(C)(C)(C)C=1NC2=C(N1)C=CC(=C2)N (2-tert-butyl-5-aminobenzimidazole), BrBr (Br2). The solvent is CC(=O)O (AcOH). Reaction conditions: temperature 25 celsius, time 1 hour. Product: C(C)(C)(C)C=1NC2=C(N1)C=CC(=C2Br)N (2-tert-Butyl-4-bromo-5-aminobenzimidazole). Isolated yield 67.0%. Reaction SMILES: [C:1]([C:5]1[NH:6][C:7]2[CH:13]=[C:12]([NH2:14])[CH:11]=[CH:10][C:8]=2[N:9]=1)([CH3:4])([CH3:3])[CH3:2].[Br:15]Br>CC(O)=O>[C:1]([C:5]1[NH:6][C:7]2[C:13]([Br:15])=[C:12]([NH2:14])[CH:11]=[CH:10][C:8]=2[N:9]=1)([CH3:4])([CH3:2])[CH3:3]. Reported procedure: To a solution of 0.53 g (2.8 mmol) of 2-tert-butyl-5-aminobenzimidazole in 50 ml of AcOH was added 0.05 ml (1.0 mmol) of Br2 dropwise and resulting reaction mixture was stirred for 1 h at 25° C. Reaction mixture was concentrated in vacuo and purified on silica gel column chromatography (CHCl3, neat) to yield 0.18 g (0.67 mmol, 67%) of the desired product.